This data is from the Open Reaction Database (ORD), a public repository of structured organic reaction records. The task is: describe an organic reaction: reactants, conditions, products, and yield Starting materials: [OH-].[K+] (potassium hydroxide), C(#N)C=1C=C(C=CC1)C=CC=1SC2=C(N1)C=CC=C2 (2-(2-(3-Cyanophenyl)ethenyl)benzthiazole), C(C)O (ethanol), Cl (hydrochloric acid). Product: S1C(=NC2=C1C=CC=C2)C=CC=2C=C(C(=O)O)C=CC2 (3-(2-(2-benzthiazolyl))ethenylbenzoic acid). The yield is 81.0%. As a reaction SMILES: [C:1]([C:3]1[CH:4]=[C:5]([CH:9]=[CH:10][C:11]2[S:12][C:13]3[CH:19]=[CH:18][CH:17]=[CH:16][C:14]=3[N:15]=2)[CH:6]=CC=1)#N.[OH-:20].[K+].Cl.[CH2:23]([OH:25])[CH3:24]>>[S:12]1[C:13]2[CH:19]=[CH:18][CH:17]=[CH:16][C:14]=2[N:15]=[C:11]1[CH:10]=[CH:9][C:5]1[CH:6]=[C:24]([CH:1]=[CH:3][CH:4]=1)[C:23]([OH:20])=[O:25] |f:1.2|. Reported procedure: 2-(2-(3-Cyanophenyl)ethenyl)benzthiazole (3.00 g, 11.5 mmol) was dissolved in 50 ml of ethanol. After 10 ml of 30% aqueous potassium hydroxide solution was added, the resulting mixture was heated under reflux for 19 hours. The reaction mixture was cooled, neutralized with 5% hydrochloric acid, extracted with ethyl acetate, and dried. The solvent was then distilled out to produce a crude product. This crude crystal was washed with ether to afford the indicated compound (2.60 g) with a yield of 81... The reactants are C(C)(=O)OCC (Ethyl acetate), C(C(=O)Cl)(=O)Cl (oxalyl chloride), C1(=CC=CC=C1)C=1C=C(C=NC1)C(=O)O (5-phenylpyridine-3-carboxylic acid), NC1=C(C(=O)OC)C=CC(=C1)C1=C(C=CC=C1)N(CC)C(=O)OC(C)(C)C (methyl 2-amino-4-(2-((tert-butoxycarbonyl)(ethyl)amino)phenyl)benzoate). Run in O (water), O1CCCC1 (tetrahydrofuran), CN(C=O)C (N,N-dimethylformamide), O1CCCC1 (tetrahydrofuran), N1=CC=CC=C1 (pyridine). Run at time 40 minute. Product: C(C)(C)(C)OC(=O)N(C1=C(C=CC=C1)C1=CC(=C(C(=O)OC)C=C1)NC(=O)C=1C=NC=C(C1)C1=CC=CC=C1)CC (methyl 4-(2-((tert-butoxycarbonyl)(ethyl)amino)phenyl)-2-(5-phenylpyridine-3-carboxamido)benzoate). Yield: 72.2%. As a reaction SMILES: C(Cl)(=O)C(Cl)=O.[C:7]1([C:13]2[CH:14]=[C:15]([C:19]([OH:21])=O)[CH:16]=[N:17][CH:18]=2)[CH:12]=[CH:11][CH:10]=[CH:9][CH:8]=1.[NH2:22][C:23]1[CH:32]=[C:31]([C:33]2[CH:38]=[CH:37][CH:36]=[CH:35][C:34]=2[N:39]([C:42]([O:44][C:45]([CH3:48])([CH3:47])[CH3:46])=[O:43])[CH2:40][CH3:41])[CH:30]=[CH:29][C:24]=1[C:25]([O:27][CH3:28])=[O:26].C(OCC)(=O)C>O1CCCC1.CN(C)C=O.N1C=CC=CC=1.O>[C:45]([O:44][C:42]([N:39]([CH2:40][CH3:41])[C:34]1[CH:35]=[CH:36][CH:37]=[CH:38][C:33]=1[C:31]1[CH:30]=[CH:29][C:24]([C:25]([O:27][CH3:28])=[O:26])=[C:23]([NH:22][C:19]([C:15]2[CH:16]=[N:17][CH:18]=[C:13]([C:7]3[CH:8]=[CH:9][CH:10]=[CH:11][CH:12]=3)[CH:14]=2)=[O:21])[CH:32]=1)=[O:43])([CH3:48])([CH3:47])[CH3:46]. Reported procedure: Under ice-cooling, oxalyl chloride (0.23 mL) was added to a solution mixture of 5-phenylpyridine-3-carboxylic acid (0.48 g) in tetrahydrofuran (4.8 mL) and N,N-dimethylformamide (0.010 mL), followed by stirring at room temperature for 40 minutes. The reaction mixture was added to a solution mixture of methyl 2-amino-4-(2-((tert-butoxycarbonyl)(ethyl)amino)phenyl)benzoate (0.80 g) in tetrahydrofuran (8.0 mL) and pyridine (0.44 mL) under ice-cooling, followed by stirring at room temperature for 1 ... Starting materials: COCCCCn1c(C(=O)N(CC(C)C)C2CC(C(=O)O)CN(C(=O)OC(C)(C)C)C2)nc2ccccc21, O=C([O-])O, C1CCNC1, [Na+], CN(C)C=O, On1nnc2ccccc21. Yields the product COCCCCn1c(C(=O)N(CC(C)C)C2CC(C(=O)N3CCCC3)CN(C(=O)OC(C)(C)C)C2)nc2ccccc21. Reaction SMILES: [C:1]([CH3:2])([CH3:3])([CH3:4])[O:5][C:6](=[O:7])[N:8]1[CH2:9][CH:10]([C:36](=[O:37])[OH:38])[CH2:11][CH:12]([N:14]([CH2:15][CH:16]([CH3:17])[CH3:18])[C:19](=[O:20])[c:21]2[n:22][c:23]3[c:24]([n:25]2[CH2:26][CH2:27][CH2:28][CH2:29][O:30][CH3:31])[cH:32][cH:33][cH:34][cH:35]3)[CH2:13]1.[C:54](=[O:55])([OH:56])[O-:57].[CH2:39]1[CH2:40][CH2:41][NH:42][CH2:43]1.[Na+:58].[O:59]=[CH:60][N:61]([CH3:62])[CH3:63].[OH:44][n:45]1[c:46]2[c:47]([cH:48][cH:49][cH:50][cH:51]2)[n:52][n:53]1>>[C:1]([CH3:2])([CH3:3])([CH3:4])[O:5][C:6](=[O:7])[N:8]1[CH2:9][CH:10]([C:36](=[O:38])[N:42]2[CH2:41][CH2:40][CH2:39][CH2:43]2)[CH2:11][CH:12]([N:14]([CH2:15][CH:16]([CH3:17])[CH3:18])[C:19](=[O:20])[c:21]2[n:22][c:23]3[c:24]([n:25]2[CH2:26][CH2:27][CH2:28][CH2:29][O:30][CH3:31])[cH:32][cH:33][cH:34][cH:35]3)[CH2:13]1. The reactants are ClC=1N(C(C=2N(C=NC2N1)CC1=CC=CC=C1)=O)CC1=CC=CC=C1 (2-chloro-1,7-bis(phenylmethyl)purin-6-one), N[C@H]1[C@@H](CCCC1)O (trans-2-aminocyclohexanol). The product is O[C@H]1[C@@H](CCCC1)NC=1N(C(C=2N(C=NC2N1)CC1=CC=CC=C1)=O)CC1=CC=CC=C1 (2-(trans-2-Hydroxycyclohexylamino)-1,7-bis(phenylmethyl)purin-6-one). Reaction SMILES: Cl[C:2]1[N:3]([CH2:19][C:20]2[CH:25]=[CH:24][CH:23]=[CH:22][CH:21]=2)[C:4](=[O:18])[C:5]2[N:6]([CH2:11][C:12]3[CH:17]=[CH:16][CH:15]=[CH:14][CH:13]=3)[CH:7]=[N:8][C:9]=2[N:10]=1.[NH2:26][C@@H:27]1[CH2:32][CH2:31][CH2:30][CH2:29][C@H:28]1[OH:33]>>[OH:33][C@@H:28]1[CH2:29][CH2:30][CH2:31][CH2:32][C@H:27]1[NH:26][C:2]1[N:3]([CH2:19][C:20]2[CH:25]=[CH:24][CH:23]=[CH:22][CH:21]=2)[C:4](=[O:18])[C:5]2[N:6]([CH2:11][C:12]3[CH:17]=[CH:16][CH:15]=[CH:14][CH:13]=3)[CH:7]=[N:8][C:9]=2[N:10]=1. Procedure details: Treat 2-chloro-1,7-bis(phenylmethyl)purin-6-one with trans-2-aminocyclohexanol as described in Preparative Example 5 to give the title compound, a tan foam. FAB MS: M+1=430. The reactants are C(C)OC(C)=O.Cl (hydrogen chloride ethyl acetate), ClC1=CC2=C(NCCCC2OC(=O)C(C(C2=C(C=C(C=C2)NC(C2=C(C=CC=C2)C)=O)C)=O)N2CCN(CC2)C(=O)OC(C)(C)C)C=C1 (tert-butyl 4-{7-chloro-1-[2-methyl-4-(2-methyl-benzoylamino)-benzoyl]-2,3,4,5-tetrahydro-1H-benzo[b]azepin-5-yloxycarbonylmethyl}-piperazine-1-carboxylate). Run in C(C)(=O)OCC (ethyl acetate). Reaction conditions: time 12 hour. The product is Cl.Cl.ClC1=CC2=C(NCCCC2OC(=O)C(C(C2=C(C=C(C=C2)NC(C2=C(C=CC=C2)C)=O)C)=O)N2CCNCC2)C=C1 (1-{7-chloro-1-[2-methyl-4-(2-methyl-benzoylamino)-benzoyl]-2,3,4,5-tetrahydro-1H-benzo[b]azepin-5-yloxycarbonylmethyl}-piperazine dihydrochloride). As a reaction SMILES: C(OC(=O)C)C.[ClH:7].[Cl:8][C:9]1[CH:55]=[CH:54][C:12]2[NH:13][CH2:14][CH2:15][CH2:16][CH:17]([O:18][C:19]([CH:21]([N:41]3[CH2:46][CH2:45][N:44](C(OC(C)(C)C)=O)[CH2:43][CH2:42]3)[C:22](=[O:40])[C:23]3[CH:28]=[CH:27][C:26]([NH:29][C:30](=[O:38])[C:31]4[CH:36]=[CH:35][CH:34]=[CH:33][C:32]=4[CH3:37])=[CH:25][C:24]=3[CH3:39])=[O:20])[C:11]=2[CH:10]=1>C(OCC)(=O)C>[ClH:8].[ClH:7].[Cl:8][C:9]1[CH:55]=[CH:54][C:12]2[NH:13][CH2:14][CH2:15][CH2:16][CH:17]([O:18][C:19]([CH:21]([N:41]3[CH2:42][CH2:43][NH:44][CH2:45][CH2:46]3)[C:22](=[O:40])[C:23]3[CH:28]=[CH:27][C:26]([NH:29][C:30](=[O:38])[C:31]4[CH:36]=[CH:35][CH:34]=[CH:33][C:32]=4[CH3:37])=[CH:25][C:24]=3[CH3:39])=[O:20])[C:11]=2[CH:10]=1 |f:0.1,4.5.6|. Procedure: A 4N hydrogen chloride ethyl acetate solution (3.7 ml) was added to an ethyl acetate solution (15 ml) of tert-butyl 4-{7-chloro-1-[2-methyl-4-(2-methyl-benzoylamino)-benzoyl]-2,3,4,5-tetrahydro-1H-benzo[b]azepin-5-yloxycarbonylmethyl}-piperazine-1-carboxylate (1.2 g, 1.8 mmol), and the mixture was stirred at room temperature for 12 hours. The precipitates were collected by filtration, washed with ethyl acetate, and dried to obtain 800 mg of 1-{7-chloro-1-[2-methyl-4-(2-methyl-benzoylamino)-benzo... The reactants are FC1=CC=C(C=C1)C(CC1=NN=NN1C)(O)C1=CC=C(C=C1)F (1,1-Bis(4-fluorophenyl)-2-(1-methyl-1H-tetrazol-5-yl)ethanol), S(=O)(=O)(O)[O-].[K+] (potassium hydrogen sulfate). The solvent is C(Cl)(Cl)Cl (chloroform). Conditions: temperature 195 celsius. Product: FC1=CC=C(C=C1)C(=CC1=NN=NN1C)C1=CC=C(C=C1)F (1,1-Bis(4-fluorophenyl)-2-(1-methyl-1H-tetrazol-5-yl)ethene). Isolated yield 102.9%. RXN SMILES: [F:1][C:2]1[CH:7]=[CH:6][C:5]([C:8]([C:17]2[CH:22]=[CH:21][C:20]([F:23])=[CH:19][CH:18]=2)(O)[CH2:9][C:10]2[N:14]([CH3:15])[N:13]=[N:12][N:11]=2)=[CH:4][CH:3]=1.S([O-])(O)(=O)=O.[K+]>C(Cl)(Cl)Cl>[F:1][C:2]1[CH:7]=[CH:6][C:5]([C:8]([C:17]2[CH:18]=[CH:19][C:20]([F:23])=[CH:21][CH:22]=2)=[CH:9][C:10]2[N:14]([CH3:15])[N:13]=[N:12][N:11]=2)=[CH:4][CH:3]=1 |f:1.2|. Procedure: A mixture of 1,1-bis(4-fluorophenyl)-2-(1-methyl-1H-tetrazol-5-yl)ethanol (4.2 g, 12.7 mmoles) [prepared in Step A] and potassium hydrogen sulfate was heated at 195° C. for 0.5 hour. After cooling, the mixture was dissolved in chloroform and washed with water. The organic layer was dried and evaporated in vacuo. The residue was triturated with diethyl ether to give 3.9 g of the title compound; m.p.=169°-171° C. Starting materials: C1=CC=CC=2C3=CC=CC=C3NC12 (carbazole), [H-].[Na+] (NaH), C(C1=CC=CC=C1)Br (Benzyl bromide). Solvent: C1CCCCC1.ClCCl (cyclohexane dichloromethane), O1CCCC1 (tetrahydrofuran). Conditions: time 1 hour. Product: C(C1=CC=CC=C1)N1C2=CC=CC=C2C=2C=CC=CC12 (9-benzyl-carbazole). As a reaction SMILES: [CH:1]1[C:13]2[NH:12][C:11]3[C:6](=[CH:7][CH:8]=[CH:9][CH:10]=3)[C:5]=2[CH:4]=[CH:3][CH:2]=1.[H-].[Na+].[CH2:16](Br)[C:17]1[CH:22]=[CH:21][CH:20]=[CH:19][CH:18]=1>O1CCCC1.C1CCCCC1.ClCCl>[CH2:16]([N:12]1[C:11]2[CH:10]=[CH:9][CH:8]=[CH:7][C:6]=2[C:5]2[C:13]1=[CH:1][CH:2]=[CH:3][CH:4]=2)[C:17]1[CH:22]=[CH:21][CH:20]=[CH:19][CH:18]=1 |f:1.2,5.6|. Procedure details: To a mixture of carbazole (0.87 g, 5 mmoles) in tetrahydrofuran (THF), NaH (0.24 g, 10 mmoles) was slowly added. The mixture was stirred for 1 hour, obtaining a solution. Benzyl bromide (0.89 ml, 7.5 mmoles) was then added dropwise, and the reaction mixture was stirred for 5 hours at room temperature. The reaction was quenched with ice water and THF was evaporated under reduced pressure. The mixture was extracted with ethyl ether (3×5 mL) and the organic phases were collected and combined, dried...